From a dataset of the Open Reaction Database (ORD), a public repository of structured organic reaction records. describe an organic reaction: reactants, conditions, products, and yield Reactants: ClC1=CC=C(C=C1)S(=O)(=O)NC1CC2=CC=C(C=C2C1)OCC(=O)NCCC(=O)OC (methyl 3-{[2-[(4-chlorophenyl)sulfonylamino]indan-5-yl]oxyacetylamino}propionate). Run in CO (methanol), [OH-].[Na+] (sodium hydroxide). Reaction conditions: time 3 hour. The product is ClC1=CC=C(C=C1)S(=O)(=O)NC1CC2=CC=C(C=C2C1)OCC(=O)NCCC(=O)O (3-{[2-[(4-chlorophenyl)sulfonylamino]indan-5-yl]oxyacetylamino}propionic acid). The yield is 94.5%. As a reaction SMILES: [Cl:1][C:2]1[CH:7]=[CH:6][C:5]([S:8]([NH:11][CH:12]2[CH2:20][C:19]3[C:14](=[CH:15][CH:16]=[C:17]([O:21][CH2:22][C:23]([NH:25][CH2:26][CH2:27][C:28]([O:30]C)=[O:29])=[O:24])[CH:18]=3)[CH2:13]2)(=[O:10])=[O:9])=[CH:4][CH:3]=1>CO.[OH-].[Na+]>[Cl:1][C:2]1[CH:7]=[CH:6][C:5]([S:8]([NH:11][CH:12]2[CH2:20][C:19]3[C:14](=[CH:15][CH:16]=[C:17]([O:21][CH2:22][C:23]([NH:25][CH2:26][CH2:27][C:28]([OH:30])=[O:29])=[O:24])[CH:18]=3)[CH2:13]2)(=[O:10])=[O:9])=[CH:4][CH:3]=1 |f:2.3|. Procedure: 818 mg of methyl 3-{[2-[(4-chlorophenyl)sulfonylamino]indan-5-yl]oxyacetylamino}propionate are dissolved in 10 ml of methanol, and an aqueous In sodium hydroxide solution is added to the solution. The mixture is stirred at room temperature for 3 hours. The reaction mixture is evaporated to remove methanol and the residue is acidified with an aqueous 10% hydrochloric acid solution. The mixture is extracted with ethyl acetate. The extract is washed successively with an aqueous saturated sodium hyd... The reactants are CCNCC, O=C(c1ccc(F)cc1)N1CCCC1CN1CCCC1. Product: CCN(CC)c1ccc(C(=O)N2CCCC2CN2CCCC2)cc1. As a reaction SMILES: [CH2:21]([CH3:22])[NH:23][CH2:24][CH3:25].[F:1][c:2]1[cH:3][cH:4][c:5]([C:8](=[O:9])[N:10]2[CH:11]([CH2:15][N:16]3[CH2:17][CH2:18][CH2:19][CH2:20]3)[CH2:12][CH2:13][CH2:14]2)[cH:6][cH:7]1>>[c:2]1([N:23]([CH2:21][CH3:22])[CH2:24][CH3:25])[cH:3][cH:4][c:5]([C:8](=[O:9])[N:10]2[CH:11]([CH2:15][N:16]3[CH2:17][CH2:18][CH2:19][CH2:20]3)[CH2:12][CH2:13][CH2:14]2)[cH:6][cH:7]1. The reactants are C(C1=CC=CC=C1)N1[C@@H](C[C@H](C1)O[Si](C)(C)C(C)(C)C)C(O)C1=CN=C(N1C)C=1SC=CC1 (1-{(2S,4R)-1-benzyl-4-(t-butyldimethylsilyloxy) pyrrolidin-2-yl}-1-(1-methyl-2-thiophenylimidazol-5-yl)methanol). The reagents and catalysts are [Ni] (Raney-Nickel). Run in C(C)O (ethanol). Product: C(C1=CC=CC=C1)N1[C@@H](C[C@H](C1)O[Si](C)(C)C(C)(C)C)C(O)C1=CN=CN1C (1-{(2S,4R)-1-benzyl-4-(t-butyldimethylsilyloxy) pyrrolidin-2-yl}-1-(1-methylimidazol-5-yl)methanol). The yield is 72.4%. As a reaction SMILES: [CH2:1]([N:8]1[CH2:12][C@H:11]([O:13][Si:14]([C:17]([CH3:20])([CH3:19])[CH3:18])([CH3:16])[CH3:15])[CH2:10][C@H:9]1[CH:21]([C:23]1[N:27]([CH3:28])[C:26](C2SC=CC=2)=[N:25][CH:24]=1)[OH:22])[C:2]1[CH:7]=[CH:6][CH:5]=[CH:4][CH:3]=1>C(O)C.[Ni]>[CH2:1]([N:8]1[CH2:12][C@H:11]([O:13][Si:14]([C:17]([CH3:20])([CH3:19])[CH3:18])([CH3:16])[CH3:15])[CH2:10][C@H:9]1[CH:21]([C:23]1[N:27]([CH3:28])[CH:26]=[N:25][CH:24]=1)[OH:22])[C:2]1[CH:3]=[CH:4][CH:5]=[CH:6][CH:7]=1. Procedure: To a Raney-Nickel (NDT-90, 1400 ml) was added 1-{(2S,4R)-1-benzyl-4-(t-butyldimethylsilyloxy) pyrrolidin-2-yl}-1-(1-methyl-2-thiophenylimidazol-5-yl)methanol (222 g) in ethanol (4.4 l) under an atmosphere of nitrogen. The mixture was stirred and heated under reflux for 2.5 hours. After cooling, the Raney-Nickel was removed by filtration and washed with ethanol (1 l×5). The filtrate and the washings were combined, dried over magnesium sulfate, evaporated in vacuo to give 1-{(2S,4R)-1-benzyl-4-(t-... The reactants are C(C)Br (ethyl bromide), O(C1=CC=CC=C1)C=1C=C(C=O)C=CC1 (3-phenoxybenzaldehyde), C1(=CC=CC=C1)C#C (phenylacetylene), alcohol, pyrethroid, resultant solution, [Mg] (magnesium), II (iodine crystals), ice. Run in O1CCCC1 (tetrahydrofuran), O1CCCC1 (tetrahydrofuran), Cl (HCl), O1CCCC1 (tetrahydrofuran). Yields the product O(C1=CC=CC=C1)C=1C=C(C(C#CC2=CC=CC=C2)O)C=CC1 (3-phenoxy-α-phenylethynylbenzyl alcohol). Yield: 98.7%. RXN SMILES: [Mg].II.C(Br)C.[C:7]1([C:13]#[CH:14])[CH:12]=[CH:11][CH:10]=[CH:9][CH:8]=1.[O:15]([C:22]1[CH:23]=[C:24]([CH:27]=[CH:28][CH:29]=1)[CH:25]=[O:26])[C:16]1[CH:21]=[CH:20][CH:19]=[CH:18][CH:17]=1>O1CCCC1.Cl>[O:15]([C:22]1[CH:23]=[C:24]([CH:27]=[CH:28][CH:29]=1)[CH:25]([OH:26])[C:14]#[C:13][C:7]1[CH:12]=[CH:11][CH:10]=[CH:9][CH:8]=1)[C:16]1[CH:17]=[CH:18][CH:19]=[CH:20][CH:21]=1. Procedure details: The alcohol required for the preparation of the pyrethroid is prepared as follows: ##STR12## A reaction vessel is charged with 14.6 g of magnesium filings together with a trace of iodine crystals. 73.6 g of ethyl bromide in 25 ml of tetrahydrofuran are then added dropwise such that the tetrahydrofuran boils gently under reflux. The Grignard solution formed is added dropwise at 0°-5° C. to a solution of 62.1 g of phenylacetylene in 250 ml of tetrahydrofuran and the mixture is stirred until the ev... The reactants are CON(C(CC=1C=NC=CC1)=O)C (N-methoxy-N-methyl-2-pyridin-3-yl-acetamide), [H-].C(C(C)C)[Al+]CC(C)C (diisobutylaluminum hydride). Run in O1CCCC1 (tetrahydrofuran). Conditions: time 30 minute. Yields the product N1=CC(=CC=C1)CC=O (Pyridin-3-yl-acetaldehyde). The yield is 64.0%. As a reaction SMILES: CON(C)[C:4](=[O:12])[CH2:5][C:6]1[CH:7]=[N:8][CH:9]=[CH:10][CH:11]=1.[H-].C([Al+]CC(C)C)C(C)C>O1CCCC1>[N:8]1[CH:9]=[CH:10][CH:11]=[C:6]([CH2:5][CH:4]=[O:12])[CH:7]=1 |f:1.2|. Reported procedure: To a solution of N-methoxy-N-methyl-2-pyridin-3-yl-acetamide (279 mg in 5 mL dry tetrahydrofuran) at -30° C. was added 3.1 mL of a 1M diisobutylaluminum hydride solution in tetrahydrofuran and the mixture stirred at low temperature. After 30 minutes, the reaction was quenched by the careful addition of saturated aqueous sodium potassium tartarate. The resulting mixture was allowed to stir while warming to room temperature at which time the mixture was diluted with ethyl acetate and filtered thro... Reported procedure: (5-Amino-1H-pyrazolo[3,4-b]pyridin-3-yl)methanol (0.040 g, 0.675 mmol), 2,6-difluoro-3-(propylsulfonamido)benzoic acid (0.071 g, 0.256 mmol), EDCI (0.049 g, 0.256 mmol) and HOBt (0.033 g, 0.244 mmol) were dissolved in DMF (0.53 mL) and stirred at room temperature for 16 hours. The reaction mixture was directly purified by reverse phase HPLC to give 2,6-difluoro-N-(3-(hydroxymethyl)-1H-pyrazolo[3,4-b]pyridin-5-yl)-3-(propylsulfonamido)benzamide (0.051 g, 49%) as a solid. 1H NMR (400 MHz, d6-DMSO)... Reaction SMILES: [NH2:1][C:2]1[CH:3]=[C:4]2[C:10]([CH2:11][OH:12])=[N:9][NH:8][C:5]2=[N:6][CH:7]=1.[F:13][C:14]1[C:22]([NH:23][S:24]([CH2:27][CH2:28][CH3:29])(=[O:26])=[O:25])=[CH:21][CH:20]=[C:19]([F:30])[C:15]=1[C:16](O)=[O:17].CCN=C=NCCCN(C)C.C1C=CC2N(O)N=NC=2C=1>CN(C=O)C>[F:13][C:14]1[C:22]([NH:23][S:24]([CH2:27][CH2:28][CH3:29])(=[O:25])=[O:26])=[CH:21][CH:20]=[C:19]([F:30])[C:15]=1[C:16]([NH:1][C:2]1[CH:3]=[C:4]2[C:10]([CH2:11][OH:12])=[N:9][NH:8][C:5]2=[N:6][CH:7]=1)=[O:17]. The product is FC1=C(C(=O)NC=2C=C3C(=NC2)NN=C3CO)C(=CC=C1NS(=O)(=O)CCC)F (2,6-difluoro-N-(3-(hydroxymethyl)-1H-pyrazolo[3,4-b]pyridin-5-yl)-3-(propylsulfonamido)benzamide). Conditions: time 16 hour. Run in CN(C)C=O (DMF). Yield: 46.8%. The reactants are NC=1C=C2C(=NC1)NN=C2CO ((5-Amino-1H-pyrazolo[3,4-b]pyridin-3-yl)methanol), FC1=C(C(=O)O)C(=CC=C1NS(=O)(=O)CCC)F (2,6-difluoro-3-(propylsulfonamido)benzoic acid), CCN=C=NCCCN(C)C (EDCI), C=1C=CC2=C(C1)N=NN2O (HOBt). Starting materials: [Al+3], [Cl-], [Cl-], [Cl-], ClP(Cl)Cl, Cl, Clc1ccc2ncoc2c1, O=P(Cl)(Cl)Cl. The product is Clc1ccc2nc(Cl)oc2c1. As a reaction SMILES: [Al+3:18].[Cl-:15].[Cl-:16].[Cl-:17].[Cl:11][P:12]([Cl:13])[Cl:14].[Cl:19].[Cl:1][c:2]1[cH:3][c:4]2[c:5]([n:6][cH:7][o:8]2)[cH:9][cH:10]1.[P:20]([Cl:21])([Cl:22])([Cl:23])=[O:24]>>[Cl:1][c:2]1[cH:3][c:4]2[c:5]([n:6][c:7]([Cl:11])[o:8]2)[cH:9][cH:10]1. The reactants are N1=C2C(=NO1)C(=CC=C2)C2C(=C(NC(C2C(=O)OCC)(C(F)(F)F)O)C(OCC)OCC)C(=O)OCC (diethyl 4-(4-benzofurazanyl)-2-diethoxymethyl-1,4,5,6-tetrahydro-6-hydroxy-6-(trifluoromethyl)-3,5-pyridinedicarboxylate), FC(C(=O)OC(C(F)(F)F)=O)(F)F (trifluoroacetic anhydride), N1=CC=CC=C1 (pyridine). Solvent: ClCCl (dichloromethane). The product is N1=C2C(=NO1)C(=CC=C2)C2C(=C(NC(=C2C(=O)OCC)C(F)(F)F)C(OCC)OCC)C(=O)OCC (Diethyl 4-(4-benzofurazanyl)-2-diethoxymethyl-1,4-dihydro-6-trifluoromethyl-3,5-pyridinedicarboxylate). RXN SMILES: [N:1]1[O:5][N:4]=[C:3]2[C:6]([CH:10]3[CH:15]([C:16]([O:18][CH2:19][CH3:20])=[O:17])[C:14](O)([C:21]([F:24])([F:23])[F:22])[NH:13][C:12]([CH:26]([O:30][CH2:31][CH3:32])[O:27][CH2:28][CH3:29])=[C:11]3[C:33]([O:35][CH2:36][CH3:37])=[O:34])=[CH:7][CH:8]=[CH:9][C:2]=12.FC(F)(F)C(OC(=O)C(F)(F)F)=O.N1C=CC=CC=1>ClCCl>[N:1]1[O:5][N:4]=[C:3]2[C:6]([CH:10]3[C:15]([C:16]([O:18][CH2:19][CH3:20])=[O:17])=[C:14]([C:21]([F:24])([F:23])[F:22])[NH:13][C:12]([CH:26]([O:30][CH2:31][CH3:32])[O:27][CH2:28][CH3:29])=[C:11]3[C:33]([O:35][CH2:36][CH3:37])=[O:34])=[CH:7][CH:8]=[CH:9][C:2]=12. Procedure details: A solution of diethyl 4-(4-benzofurazanyl)-2-diethoxymethyl-1,4,5,6-tetrahydro-6-hydroxy-6-(trifluoromethyl)-3,5-pyridinedicarboxylate (9.0 g, 17 mmoles), trifluoroacetic anhydride (4.77 ml, 34 mmoles) and pyridine (4.05 ml, 51 mmoles) in dry dichloromethane (100 ml) was stirred at room temperature. After 3 hours the solution was washed with water, 10% aqueous hydrochloric acid solution, brine and dried (MgSO4). Evaporation of the solvent left crude sub-title compound as an oil (8.8 g). Nmr (CDC...